Dataset: the Open Reaction Database (ORD), a public repository of structured organic reaction records. Task: describe an organic reaction: reactants, conditions, products, and yield The reactants are SC1=Nc2ccc(Br)c3cccc1c23, CCO, Cl, Cl, [K+], [OH-], NCCCCn1ccnc1. The product is Brc1ccc2c3c(cccc13)C(NCCCCn1ccnc1)=N2. RXN SMILES: [Br:15][c:16]1[c:17]2[c:18]3[c:19]([cH:26][cH:27][cH:28]2)[C:20]([SH:25])=[N:21][c:22]3[cH:23][cH:24]1.[CH3:29][CH2:30][OH:31].[ClH:1].[ClH:2].[K+:14].[OH-:13].[n:3]1([CH2:8][CH2:9][CH2:10][CH2:11][NH2:12])[cH:4][n:5][cH:6][cH:7]1>>[n:3]1([CH2:8][CH2:9][CH2:10][CH2:11][NH:12][C:20]2=[N:21][c:22]3[c:18]4[c:17]([c:16]([Br:15])[cH:24][cH:23]3)[cH:28][cH:27][cH:26][c:19]42)[cH:4][n:5][cH:6][cH:7]1. Reactants: OCC=1C=C(C=CC1)O (3-Hydroxymethyl-phenol), FC1=CC=C(C=C1)C(F)(F)F (4-fluorobenzotrifluoride), C([O-])([O-])=O.[Cs+].[Cs+] (cesium carbonate). Run in CS(=O)C (dimethylsulfoxide). Conditions: temperature 110 celsius, time 16 hour. Yields the product FC(C1=CC=C(OC=2C=C(C=CC2)CO)C=C1)(F)F ((3-(4-(Trifluoromethyl)phenoxy)phenyl)methanol). Yield: 60.8%. Reaction SMILES: [OH:1][CH2:2][C:3]1[CH:4]=[C:5]([OH:9])[CH:6]=[CH:7][CH:8]=1.F[C:11]1[CH:16]=[CH:15][C:14]([C:17]([F:20])([F:19])[F:18])=[CH:13][CH:12]=1.C(=O)([O-])[O-].[Cs+].[Cs+]>CS(C)=O>[F:18][C:17]([F:20])([F:19])[C:14]1[CH:15]=[CH:16][C:11]([O:9][C:5]2[CH:4]=[C:3]([CH2:2][OH:1])[CH:8]=[CH:7][CH:6]=2)=[CH:12][CH:13]=1 |f:2.3.4|. Procedure details: 3-Hydroxymethyl-phenol (1.0 g, 8.1 mmol), 4-fluorobenzotrifluoride (1.32 g, 8.1 mmol) and cesium carbonate (3.28 g, 10.1 mmol) were suspended in dimethylsulfoxide (15 mL) and heated to 110° C. After stirring for 16 h, the reaction was partitioned between water (150 mL) and ethyl acetate (150 mL). The organic layer was separated and the aqueous was extracted again with ethyl acetate. The combined organic layer was dried over sodium sulfate, filtered and concentrated. The residue was purified by s... Starting materials: [OH-].OC[C@H](O)[C@@H](O)[C@H](O)[C@H](O)CO.C(CC(O)(C(=O)O)CC(=O)O)(=O)[O-].[Mg+2] (magnesium citrate sorbitol hydroxide), [OH-].[Na+] (sodium hydroxide), [OH-].[Na+] (NaOH), OC[C@H](O)[C@@H](O)[C@H](O)[C@H](O)CO (sorbitol), O.O.O.O.O.O.[Cl-].[Al+3].[Cl-].[Cl-] (aluminum chloride hexahydrate), O.C(CC(O)(C(=O)O)CC(=O)O)(=O)O (citric acid monohydrate). Solvent: C(C)O (ethanol), O (water). Product: [OH-].OC[C@H](O)[C@@H](O)[C@H](O)[C@H](O)CO.C(CC(O)(C(=O)O)CC(=O)[O-])(=O)[O-].[Al+3] (Aluminum Citrate Sorbitol Hydroxide). RXN SMILES: [OH:1]C[C@@H]([C@H]([C@@H]([C@@H](CO)O)O)O)O.O.O.O.O.O.O.[Cl-].[Al+3:20].[Cl-].[Cl-].O.[C:24]([OH:36])(=[O:35])[CH2:25][C:26]([CH2:31][C:32]([OH:34])=[O:33])([C:28]([OH:30])=[O:29])[OH:27].[OH-].[Na+].[OH-].[OH:40][CH2:41][C@@H:42]([C@H:44]([C@@H:46]([C@@H:48]([CH2:50][OH:51])[OH:49])[OH:47])[OH:45])[OH:43].C([O-])(=O)CC(CC(O)=O)(C(O)=O)O.[Mg+2]>O.C(O)C>[OH-:1].[OH:51][CH2:50][C@@H:48]([C@H:46]([C@@H:44]([C@@H:42]([CH2:41][OH:40])[OH:43])[OH:45])[OH:47])[OH:49].[C:24]([O-:36])(=[O:35])[CH2:25][C:26]([CH2:31][C:32]([O-:34])=[O:33])([C:28]([OH:30])=[O:29])[OH:27].[Al+3:20] |f:1.2.3.4.5.6.7.8.9.10,11.12,13.14,15.16.17.18,21.22.23.24|. Reported procedure: 800 g of sorbitol, 600 g of aluminum chloride hexahydrate, and 250 g of citric acid monohydrate were dissolved in 3000 g of water at 70° C. with stirring to produce a solution. The pH of the solution was raised to about 8 by adding an aqueous solution containing 20 wt % of sodium hydroxide. After the addition of NaOH, a colorless and transparent nanocluster solution having a strong laser scattering characteristic was then obtained instantly. This strong laser scattering property indicated format...